Dataset: the Open Reaction Database (ORD), a public repository of structured organic reaction records. Task: describe an organic reaction: reactants, conditions, products, and yield Starting materials: ClC1=C2C(NC(=N1)C)=CC(=N2)C2=CC=CC=C2 (4-chloro-2-methyl-6-phenylpyrrolo[3,2-d]pyrimidine), ClC1=CC=C(C=C1)B(O)O (4-chlorophenylboronic acid), C1(=CC=CC=C1)P(C1=CC=CC=C1)C1=CC=CC=C1 (triphenylphosphine), C(=O)([O-])[O-].[Na+].[Na+] (Na2CO3). The reagents and catalysts are [Pd].[Pd].C(C1=CC=CC=C1)=CC(=O)C=CC1=CC=CC=C1.C(C1=CC=CC=C1)=CC(=O)C=CC1=CC=CC=C1.C(C1=CC=CC=C1)=CC(=O)C=CC1=CC=CC=C1 (tris(dibenzylide-neacetone) dipalladium(0)). The solvent is O (H2O), C(C)O (ethanol), C1(=CC=CC=C1)C (toluene). Product: ClC1=CC=C(C=C1)C1=C2C(NC(=N1)C)=CC(=N2)C2=CC=CC=C2 (4-(4-Chlorophenyl)-2-methyl-6-phenylpyrrolo[3,2-d]pyrimidine). Isolated yield 47.7%. Reaction SMILES: Cl[C:2]1[N:7]=[C:6]([CH3:8])[NH:5][C:4]2=[CH:9][C:10]([C:12]3[CH:17]=[CH:16][CH:15]=[CH:14][CH:13]=3)=[N:11][C:3]=12.[Cl:18][C:19]1[CH:24]=[CH:23][C:22](B(O)O)=[CH:21][CH:20]=1.C1(P(C2C=CC=CC=2)C2C=CC=CC=2)C=CC=CC=1.C([O-])([O-])=O.[Na+].[Na+]>O.[Pd].[Pd].C(=CC(C=CC1C=CC=CC=1)=O)C1C=CC=CC=1.C(=CC(C=CC1C=CC=CC=1)=O)C1C=CC=CC=1.C(=CC(C=CC1C=CC=CC=1)=O)C1C=CC=CC=1.C(O)C.C1(C)C=CC=CC=1>[Cl:18][C:19]1[CH:24]=[CH:23][C:22]([C:2]2[N:7]=[C:6]([CH3:8])[NH:5][C:4]3=[CH:9][C:10]([C:12]4[CH:17]=[CH:16][CH:15]=[CH:14][CH:13]=4)=[N:11][C:3]=23)=[CH:21][CH:20]=1 |f:3.4.5,7.8.9.10.11|. Reported procedure: A mixture of 4-chloro-2-methyl-6-phenylpyrrolo[3,2-d]pyrimidine (Example 1(e)) (50 mg, 0.21 mmol), 4-chlorophenylboronic acid (Aldrich Chemical Company) (39 mg, 0.25 mmol), tris(dibenzylide-neacetone) dipalladium(0) (Aldrich Chemical Company) (4.7 mg, 0.0051 mmol) and triphenylphosphine (Aldrich Chemical Company) (5.4 mg, 0.021 mmol) in a mixed solvent (600 μL of toluene, 300 μL of 1.0 M Na2CO3, and 150 μL of ethanol) was heated at reflux under N2 for 20 h. Upon cooling to the room temperature, ... The reactants are NC1=NC(=CC(=N1)NC1=CC=C(C(=O)NC2=CC=C(C=C2)N)C=C1)C (4-[(2-Amino-6-methyl-4-pyrimidinyl)amino]-N-(4-aminophenyl)-benzamide), ClC1=CC=NC2=CC(=CC=C12)[N+](=O)[O-] (4-chloro-7-nitroquinoline), CO.CCOC(=O)C (MeOH EtOAc), Cl (HCl). Run in CCO (EtOH), O (H2O), CCOC(=O)C (EtOAc). Reaction conditions: temperature 20 celsius. Yields the product Cl.Cl.NC1=NC(=CC(=N1)NC1=CC=C(C(=O)NC2=CC=C(C=C2)NC2=CC=NC3=CC(=CC=C23)[N+](=O)[O-])C=C1)C (4-[(2-Amino-6-methyl-4-pyrimidinyl)amino]-N-{4-[(7-nitro-4-quinolinyl)amino]phenyl}benzamide dihydrochloride). RXN SMILES: [NH2:1][C:2]1[N:7]=[C:6]([NH:8][C:9]2[CH:24]=[CH:23][C:12]([C:13]([NH:15][C:16]3[CH:21]=[CH:20][C:19]([NH2:22])=[CH:18][CH:17]=3)=[O:14])=[CH:11][CH:10]=2)[CH:5]=[C:4]([CH3:25])[N:3]=1.[Cl:26][C:27]1[C:36]2[C:31](=[CH:32][C:33]([N+:37]([O-:39])=[O:38])=[CH:34][CH:35]=2)[N:30]=[CH:29][CH:28]=1.[ClH:40].CO.CCOC(C)=O>CCO.O.CCOC(C)=O>[ClH:26].[ClH:40].[NH2:1][C:2]1[N:7]=[C:6]([NH:8][C:9]2[CH:24]=[CH:23][C:12]([C:13]([NH:15][C:16]3[CH:21]=[CH:20][C:19]([NH:22][C:27]4[C:36]5[C:31](=[CH:32][C:33]([N+:37]([O-:39])=[O:38])=[CH:34][CH:35]=5)[N:30]=[CH:29][CH:28]=4)=[CH:18][CH:17]=3)=[O:14])=[CH:11][CH:10]=2)[CH:5]=[C:4]([CH3:25])[N:3]=1 |f:3.4,8.9.10|. Procedure details: To a solution of C3 (235 mg, 0.58 mmol) in EtOH (20 mL) and H2O (10 mL) was added 4-chloro-7-nitroquinoline (132 mg, 0.63 mmol) and stirred until it dissolved, then 2 drops of c.HCl was added. The reaction mixture was refluxed for 5 h., diluted with EtOAc, brought to boil and cool to 20° C. The resulting precipitate was filtered and recrystallized from MeOH/EtOAc/Charcoal/Celite to give Cpd. GG5 (317 mg 94%) as a yellow solid.; m.p (MeOH/EtOAc)>300° C.; 1H NMR [(CD3)2SO] δ12.9 (br, 1 H, N+H), 10... The reactants are [N+](=O)([O-])C=1C=C(C=CC1)NC1=NC(=NC=C1F)NC=1C=CC2=C(NC(CO2)=O)C1 (N4-(3-Nitrophenyl)-N2-[(2H) 1,4-benzoxazin-3(4H)-one-6-yl]-5-fluoro-2,4-pyrimidinediamine), O (water), Cl (HCl). Reagents/catalysts: [Pd] (Pd). The solvent is CCO (EtOH). Yields the product NC=1C=C(C=CC1)NC1=NC(=NC=C1F)NC=1C=CC2=C(N=CCO2)C1 (N4-(3-aminophenyl)-N2-(1,4-benzoxazin-6-yl)-5-fluoro-2,4-pyrimidinediamine). The yield is 21.2%. As a reaction SMILES: [N+:1]([C:4]1[CH:5]=[C:6]([NH:10][C:11]2[C:16]([F:17])=[CH:15][N:14]=[C:13]([NH:18][C:19]3[CH:20]=[CH:21][C:22]4[O:27][CH2:26][C:25](=O)[NH:24][C:23]=4[CH:29]=3)[N:12]=2)[CH:7]=[CH:8][CH:9]=1)([O-])=O.O.Cl>CCO.[Pd]>[NH2:1][C:4]1[CH:5]=[C:6]([NH:10][C:11]2[C:16]([F:17])=[CH:15][N:14]=[C:13]([NH:18][C:19]3[CH:20]=[CH:21][C:22]4[O:27][CH2:26][CH:25]=[N:24][C:23]=4[CH:29]=3)[N:12]=2)[CH:7]=[CH:8][CH:9]=1. Reported procedure: N4-(3-Nitrophenyl)-N2-[(2H) 1,4-benzoxazin-3(4H)-one-6-yl]-5-fluoro-2,4-pyrimidinediamine (940 mg, 2.5 mmol) and Pd/C10% (300 mg, 50% water content) were suspended in EtOH (7 mL) and 10% aqueous HCl (5 mL) and hydrogenated in a Parr apparatus for 3 hours (22° C., 60 psi). The suspension was filtered over celite and neutralized by addition of K2CO3. The solvents were removed and the resulting black slurry was suspended in MeOH. Silica gel (4 g) was added and the volatiles were removed under reduc... Reactants: C(C#C)N1CCCCC1 (1-prop-2-ynyl-piperidine), COC(COC1=C(C=C(C=C1)OCC#CC1=CC(=CC(=C1)Br)Br)C)=O ({4-[3-(3,5-dibromo-phenyl)-prop-2-ynyloxy]-2-methyl-phenoxy}-acetic acid methyl ester), COC(COC1=C(C=C(C=C1)OCC#CC1=CC(=CC(=C1)Br)Br)C)=O ({4-[3-(3,5-dibromo-phenyl)-prop-2-ynyloxy]-2-methyl-phenoxy}-acetic acid methyl ester). The reagents and catalysts are C=1C=CC(=CC1)[P](C=2C=CC=CC2)(C=3C=CC=CC3)[Pd]([P](C=4C=CC=CC4)(C=5C=CC=CC5)C=6C=CC=CC6)([P](C=7C=CC=CC7)(C=8C=CC=CC8)C=9C=CC=CC9)[P](C=1C=CC=CC1)(C=1C=CC=CC1)C=1C=CC=CC1 (Pd(PPh3)4), [Cu]I (CuI). Solvent: CN(C)C=O (DMF), C(C)N(CC)CC (triethylamine). Conditions: temperature 60 celsius. The product is COC(COC1=C(C=C(C=C1)OCC#CC1=CC(=CC(=C1)C#CCN1CCCCC1)Br)C)=O ((4-{3-[3-bromo-5-(3-piperidin-1-yl-prop-1-ynyl)-phenyl]-prop-2-ynyloxy}-2-methyl-phenoxy)-acetic acid methyl ester). As a reaction SMILES: [CH2:1]([N:4]1[CH2:9][CH2:8][CH2:7][CH2:6][CH2:5]1)[C:2]#[CH:3].[CH3:10][O:11][C:12](=[O:34])[CH2:13][O:14][C:15]1[CH:20]=[CH:19][C:18]([O:21][CH2:22][C:23]#[C:24][C:25]2[CH:30]=[C:29]([Br:31])[CH:28]=[C:27](Br)[CH:26]=2)=[CH:17][C:16]=1[CH3:33]>CN(C=O)C.C(N(CC)CC)C.C1C=CC([P]([Pd]([P](C2C=CC=CC=2)(C2C=CC=CC=2)C2C=CC=CC=2)([P](C2C=CC=CC=2)(C2C=CC=CC=2)C2C=CC=CC=2)[P](C2C=CC=CC=2)(C2C=CC=CC=2)C2C=CC=CC=2)(C2C=CC=CC=2)C2C=CC=CC=2)=CC=1.[Cu]I>[CH3:10][O:11][C:12](=[O:34])[CH2:13][O:14][C:15]1[CH:20]=[CH:19][C:18]([O:21][CH2:22][C:23]#[C:24][C:25]2[CH:26]=[C:27]([C:3]#[C:2][CH2:1][N:4]3[CH2:9][CH2:8][CH2:7][CH2:6][CH2:5]3)[CH:28]=[C:29]([Br:31])[CH:30]=2)=[CH:17][C:16]=1[CH3:33] |^1:50,52,71,90|. Procedure details: A mixture of 1-prop-2-ynyl-piperidine (53 mg, 0.44 mmol), {4-[3-(3,5-dibromo-phenyl)-prop-2-ynyloxy]-2-methyl-phenoxy}-acetic acid methyl ester (204 mg, 0.44 mmol, intermediate 2), Pd(PPh3)4 (50 mg, 0.044 mmol), CuI (23 mg, 0.12 mmol) in dry DMF (2 ml) and triethylamine (2 ml) was heated in a microwave own for 30 min at 60° C. in a sealed tube. The reaction mixture was filtered through Decalite and the filtrate was evaporated. The residue was purified on column chromatography using ethyl acetate... Starting materials: N1C(CCCCC(C2=C1C=CC=C2)=O)=O (3,4,5,6-tetrahydro-1H-1-benzazonin-2,7-dione), [BH4-].[Na+] (sodium borohydride). Run in C(C)O (ethanol). Product: OC1CCCCC(NC2=C1C=CC=C2)=O (7-hydroxy-1,3,4,5,6,7-hexahydro-1-benzazonin-2-one). As a reaction SMILES: [NH:1]1[C:9]2[CH:10]=[CH:11][CH:12]=[CH:13][C:8]=2[C:7](=[O:14])[CH2:6][CH2:5][CH2:4][CH2:3][C:2]1=[O:15].[BH4-].[Na+]>C(O)C>[OH:14][CH:7]1[C:8]2[CH:13]=[CH:12][CH:11]=[CH:10][C:9]=2[NH:1][C:2](=[O:15])[CH2:3][CH2:4][CH2:5][CH2:6]1 |f:1.2|. Procedure: A solution of 3,4,5,6-tetrahydro-1H-1-benzazonin-2,7-dione (14.2 g), J. Am. Chem. Soc. 88, 1049 (1966), and sodium borohydride (1.4 g) in ethanol (720 ml) is stirred at room temperature for 18 hours. The ethanol is removed under reduced pressure, and the residue dissolved in dichloromethane (350 ml). The solution is extracted with 2N hydrochloric acid (2×200 ml) and saturated brine (100 ml), and dried over sodium sulfate. The solvent is removed under reduced pressure to give 7-hydroxy-1,3,4,5,6,... The reactants are CCN1CCN(c2nc(Br)cc3ccccc23)CC1, CCCC[Sn](CCCC)(CCCC)c1ccc(S(=O)(=O)CCCOCc2ccccc2)cc1, CCOC(C)=O, Cc1ccccc1C. The product is CCN1CCN(c2nc(-c3ccc(S(=O)(=O)CCCOCc4ccccc4)cc3)cc3ccccc23)CC1. RXN SMILES: [Br:34][c:35]1[n:36][c:37]([N:45]2[CH2:46][CH2:47][N:48]([CH2:51][CH3:52])[CH2:49][CH2:50]2)[c:38]2[cH:39][cH:40][cH:41][cH:42][c:43]2[cH:44]1.[CH2:1]([Sn:2]([CH2:3][CH2:4][CH2:5][CH3:26])([c:6]1[cH:7][cH:8][c:9]([S:12](=[O:13])(=[O:14])[CH2:15][CH2:16][CH2:17][O:18][CH2:19][c:20]2[cH:21][cH:22][cH:23][cH:24][cH:25]2)[cH:10][cH:11]1)[CH2:27][CH2:28][CH2:29][CH3:30])[CH2:31][CH2:32][CH3:33].[CH3:61][CH2:62][O:63][C:64](=[O:65])[CH3:66].[c:53]1([CH3:54])[c:55]([CH3:56])[cH:57][cH:58][cH:59][cH:60]1>>[c:6]1(-[c:35]2[n:36][c:37]([N:45]3[CH2:46][CH2:47][N:48]([CH2:51][CH3:52])[CH2:49][CH2:50]3)[c:38]3[cH:39][cH:40][cH:41][cH:42][c:43]3[cH:44]2)[cH:7][cH:8][c:9]([S:12](=[O:13])(=[O:14])[CH2:15][CH2:16][CH2:17][O:18][CH2:19][c:20]2[cH:21][cH:22][cH:23][cH:24][cH:25]2)[cH:10][cH:11]1. Reactants: FC1=C(C(=O)O)C(=CC=C1C)N1N=CC=N1 (2-fluoro-3-methyl-6-(2H-1,2,3-triazol-2-yl)benzoic acid), C[C@H]1[C@H](NCCC1)CN1C(C2=CC=CC=C2C1=O)=O (2-(((2S,3R)-3-methylpiperidin-2-yl)methyl)isoindoline-1,3-dione), FC1=NC=C(C=N1)C(F)(F)F (2-fluoro-5-(trifluoromethyl)pyrimidine). The product is FC1=C(C(=CC=C1C)N1N=CC=N1)C(=O)N1[C@@H]([C@@H](CCC1)C)CNC1=NC=C(C=N1)C(F)(F)F ((2-Fluoro-3-methyl-6-(2H-1,2,3-triazol-2-yl)phenyl)((2S,3R)-3-methyl-2-(((5-(trifluoromethyl)pyrimidin-2-yl)amino)methyl)piperidin-1-yl)methanone). Reaction SMILES: [F:1][C:2]1[C:10]([CH3:11])=[CH:9][CH:8]=[C:7]([N:12]2[N:16]=[CH:15][CH:14]=[N:13]2)[C:3]=1[C:4]([OH:6])=O.[CH3:17][C@@H:18]1[CH2:23][CH2:22][CH2:21][NH:20][C@@H:19]1[CH2:24][N:25]1[C:33](=O)C2C(=CC=CC=2)C1=O.FC1[N:42]=[CH:41][C:40]([C:43]([F:46])([F:45])[F:44])=[CH:39][N:38]=1>>[F:1][C:2]1[C:10]([CH3:11])=[CH:9][CH:8]=[C:7]([N:12]2[N:16]=[CH:15][CH:14]=[N:13]2)[C:3]=1[C:4]([N:20]1[CH2:21][CH2:22][CH2:23][C@@H:18]([CH3:17])[C@H:19]1[CH2:24][NH:25][C:33]1[N:42]=[CH:41][C:40]([C:43]([F:46])([F:45])[F:44])=[CH:39][N:38]=1)=[O:6]. Reported procedure: The title compound was prepared following the same general protocol as described in Example A318, using 2-fluoro-3-methyl-6-(2H-1,2,3-triazol-2-yl)benzoic acid, 2-(((2S,3R)-3-methylpiperidin-2-yl)methyl)isoindoline-1,3-dione and 2-fluoro-5-(trifluoromethyl)pyrimidine. ESI-MS (m/z): 478 [M+1]+. 1H NMR (300 MHz, DMSO-d6) δ 8.75-7.00 (m, 7H), 4.94-2.70 (m, 5H), 2.35-0.65 (m, 11H). Starting materials: [Br-], CON(C)C(=O)C1CCN(Cc2ccccc2)CC1c1ccc(F)c(F)c1, C[Mg+], C[O-], CO, [Na+]. Reaction SMILES: [Br-:28].[CH3:1][O:2][N:3]([C:4](=[O:5])[CH:6]1[CH:7]([c:19]2[cH:20][c:21]([F:26])[c:22]([F:25])[cH:23][cH:24]2)[CH2:8][N:9]([CH2:12][c:13]2[cH:14][cH:15][cH:16][cH:17][cH:18]2)[CH2:10][CH2:11]1)[CH3:27].[CH3:29][Mg+:30].[CH3:31][O-:32].[CH3:34][OH:35].[Na+:33]>>[C:4](=[O:5])([CH:6]1[CH:7]([c:19]2[cH:20][c:21]([F:26])[c:22]([F:25])[cH:23][cH:24]2)[CH2:8][N:9]([CH2:12][c:13]2[cH:14][cH:15][cH:16][cH:17][cH:18]2)[CH2:10][CH2:11]1)[CH3:29]. Yields the product CC(=O)C1CCN(Cc2ccccc2)CC1c1ccc(F)c(F)c1. As a reaction SMILES: [Br:1][c:2]1[cH:3][c:4]([O:9][C:10]([F:11])([F:12])[F:13])[c:5]([I:8])[cH:6][cH:7]1.[CH2:14]([Li:15])[CH2:16][CH2:17][CH3:18].[CH2:31]1[O:32][CH2:33][CH2:34][CH2:35]1.[CH3:36][CH2:37][CH2:38][CH2:39][CH2:40][CH3:41].[CH:19](=[O:20])[N:21]1[CH2:22][CH2:23][O:24][CH2:25][CH2:26]1.[CH:27]([OH:28])([CH3:29])[CH3:30].[Cl:42][CH2:43][Cl:44].[OH2:45]>>[Br:1][c:2]1[cH:3][c:4]([O:9][C:10]([F:11])([F:12])[F:13])[c:5]([CH:19]=[O:20])[cH:6][cH:7]1. The product is O=Cc1ccc(Br)cc1OC(F)(F)F. The reactants are FC(F)(F)Oc1cc(Br)ccc1I, [Li]CCCC, C1CCOC1, CCCCCC, O=CN1CCOCC1, CC(C)O, ClCCl, O.